Dataset: the Open Reaction Database (ORD), a public repository of structured organic reaction records. Task: describe an organic reaction: reactants, conditions, products, and yield Reactants: C1(CC1)NC([C@H]([C@H](CC)NC(=O)[C@H]1N(C[C@@H](C1)S(=O)(=O)C1=C(C=C(C=C1)C)C)C(=O)OC(C)(C)C)O)=O ((2S,4R)-tert-butyl 2-((2S,3S)-1-(cyclopropylamino)-2-hydroxy-1-oxopentan-3-ylcarbamoyl)-4-(2,4-dimethylphenylsulfonyl)pyrrolidine-1-carboxylate), CC(=O)OI1(C=2C=CC=CC2C(=O)O1)(OC(=O)C)OC(=O)C (Dess-Martin periodinane), CC(=O)OI1(C=2C=CC=CC2C(=O)O1)(OC(=O)C)OC(=O)C (Dess-Martin periodinane). The solvent is C(Cl)Cl (CH2Cl2). Reaction conditions: time 8 hour. The product is C1(CC1)NC(C([C@H](CC)NC(=O)[C@H]1N(C[C@@H](C1)S(=O)(=O)C1=C(C=C(C=C1)C)C)C(=O)OC(C)(C)C)=O)=O ((2S,4R)-tert-butyl 2-((S)-1-(cyclopropylamino)-1,2-dioxopentan-3-ylcarbamoyl)-4-(2,4-dimethylphenylsulfonyl)pyrrolidine-1-carboxylate). RXN SMILES: [CH:1]1([NH:4][C:5](=[O:37])[C@@H:6]([OH:36])[C@@H:7]([NH:10][C:11]([C@@H:13]2[CH2:17][C@@H:16]([S:18]([C:21]3[CH:26]=[CH:25][C:24]([CH3:27])=[CH:23][C:22]=3[CH3:28])(=[O:20])=[O:19])[CH2:15][N:14]2[C:29]([O:31][C:32]([CH3:35])([CH3:34])[CH3:33])=[O:30])=[O:12])[CH2:8][CH3:9])[CH2:3][CH2:2]1.CC(OI1(OC(C)=O)(OC(C)=O)OC(=O)C2C=CC=CC1=2)=O>C(Cl)Cl>[CH:1]1([NH:4][C:5](=[O:37])[C:6](=[O:36])[C@@H:7]([NH:10][C:11]([C@@H:13]2[CH2:17][C@@H:16]([S:18]([C:21]3[CH:26]=[CH:25][C:24]([CH3:27])=[CH:23][C:22]=3[CH3:28])(=[O:19])=[O:20])[CH2:15][N:14]2[C:29]([O:31][C:32]([CH3:34])([CH3:33])[CH3:35])=[O:30])=[O:12])[CH2:8][CH3:9])[CH2:3][CH2:2]1. Procedure: (2S,4R)-tert-butyl 2-((2S,3S)-1-(cyclopropylamino)-2-hydroxy-1-oxopentan-3-ylcarbamoyl)-4-(2,4-dimethylphenylsulfonyl)pyrrolidine-1-carboxylate (64 mg, 119 μmol, Eq: 1.00) and Dess-Martin periodinane (572 mg, 202 μmol, Eq: 1.7) were combined with CH2Cl2 (1 ml). The reaction was stirred overnight at RT. Dess-Martin periodinane (280 mg) was added again and stirred for 5 h, until near complete conversion. The reaction was extracted with 15 ml CH2Cl2 and 2×5 ml satd. Na2S2O3. The organic layers were... Run in C(Cl)Cl (CH2Cl2). Conditions: temperature 0 celsius, time 24 hour. Procedure details: (2S,3R,4S,5R,6R)-6-(Acetoxymethyl)-2-(2-(3-chloro-4-(4-ethylbenzyl)phenoxy)ethyl)-2-methoxytetrahydro-2H-pyran-3,4,5-triyl triacetate (18) (19 mg, 0.03 mmol) was azeotropically dried (3×) with toluene, then dissolved in CH2Cl2 (0.4 mL), cooled to 0° C., and treated with BF3—OEt2 (approx 8 drops of a 48% solution). After 24 h, the reaction was concentrated onto celite and chromatographed over SiO2 (ISCO system, 0-40% EtOAc/hexanes) to provide a film (9.6 mg, 53%). 1H NMR (300 MHz, CDCl3) δ ppm: 7... Starting materials: O (H2O), C(C)(=O)O[C@H]1[C@](O[C@@H]([C@H]([C@@H]1OC(C)=O)OC(C)=O)COC(C)=O)(OC)CCOC1=CC(=C(C=C1)CC1=CC=C(C=C1)CC)Cl ((2S,3R,4S,5R,6R)-6-(acetoxymethyl)-2-(2-(3-chloro-4-(4-ethylbenzyl)phenoxy)ethyl)-2-methoxytetrahydro-2H-pyran-3,4,5-triyl triacetate), C1(=CC=CC=C1)C (toluene), B(F)(F)F.O(CC)CC (BF3 OEt2), solution. Yields the product C(C)(=O)O[C@H]1[C@]2(O[C@@H]([C@H]([C@@H]1OC(C)=O)OC(C)=O)COC(C)=O)CCOC1=CC(=C(C=C12)CC1=CC=C(C=C1)CC)Cl ((2′S,3′R,4′S,5′R,6′R)-6′-(acetoxymethyl)-7-chloro-6-(4-ethylbenzyl)-3′,4′,5′,6′-tetrahydrospiro[chroman-4,2′-pyran]-3′,4′,5′-triyl triacetate). As a reaction SMILES: [C:1]([O:4][C@@H:5]1[C@@H:10]([O:11][C:12](=[O:14])[CH3:13])[C@H:9]([O:15][C:16](=[O:18])[CH3:17])[C@@H:8]([CH2:19][O:20][C:21](=[O:23])[CH3:22])[O:7][C@:6]1([CH2:26][CH2:27][O:28][C:29]1[CH:34]=[CH:33][C:32]([CH2:35][C:36]2[CH:41]=[CH:40][C:39]([CH2:42][CH3:43])=[CH:38][CH:37]=2)=[C:31]([Cl:44])[CH:30]=1)OC)(=O)[CH3:2].C1(C)C=CC=CC=1.B(F)(F)F.O(CC)CC.[OH2:61]>C(Cl)Cl>[C:1]([O:4][C@@H:5]1[C@@H:10]([O:11][C:12](=[O:14])[CH3:13])[C@H:9]([O:15][C:16](=[O:18])[CH3:17])[C@@H:8]([CH2:19][O:20][C:21](=[O:23])[CH3:22])[O:7][C@:6]21[C:34]1[C:29](=[CH:30][C:31]([Cl:44])=[C:32]([CH2:35][C:36]3[CH:41]=[CH:40][C:39]([CH2:42][CH3:43])=[CH:38][CH:37]=3)[CH:33]=1)[O:28][CH2:27][CH2:26]2)(=[O:61])[CH3:2] |f:2.3|. Reactants: O=C([O-])[O-], CI, CCOC(C)=O, Oc1ccccc1Cc1ccc(F)cc1, [K+], [K+], CN(C)C=O. Product: COc1ccccc1Cc1ccc(F)cc1. As a reaction SMILES: [C:21](=[O:22])([O-:23])[O-:24].[CH3:27][I:28].[CH3:29][CH2:30][O:31][C:32](=[O:33])[CH3:34].[F:1][c:2]1[cH:3][cH:4][c:5]([CH2:6][c:7]2[c:8]([OH:13])[cH:9][cH:10][cH:11][cH:12]2)[cH:14][cH:15]1.[K+:25].[K+:26].[O:16]=[CH:17][N:18]([CH3:19])[CH3:20]>>[F:1][c:2]1[cH:3][cH:4][c:5]([CH2:6][c:7]2[c:8]([O:13][CH3:17])[cH:9][cH:10][cH:11][cH:12]2)[cH:14][cH:15]1. Starting materials: Cl.C1(=CC=CC=C1)C1=NOC=2C1=C(N=NC2)NCC2CCNCC2 (3-phenyl-N-(4-piperidinylmethyl)isoxazolo[4,5-d]pyridazin-4-amine Hydrochloride), ClC=1C=C(C=CC1)C1=NOC(=C1)C=O (3-(3-chlorophenyl)isoxazole-5-carbaldehyde). Yields the product ClC=1C=C(C=CC1)C1=NOC(=C1)CN1CCC(CC1)CNC=1N=NC=C2C1C(=NO2)C2=CC=CC=C2 (N-[(1-{[3-(3-chlorophenyl)-5-isoxazolyl]methyl}-4-piperidinyl)methyl]-3-phenylisoxazolo[4,5-d]pyridazin-4-amine). As a reaction SMILES: Cl.[C:2]1([C:8]2[C:12]3=[C:13]([NH:17][CH2:18][CH:19]4[CH2:24][CH2:23][NH:22][CH2:21][CH2:20]4)[N:14]=[N:15][CH:16]=[C:11]3[O:10][N:9]=2)[CH:7]=[CH:6][CH:5]=[CH:4][CH:3]=1.[Cl:25][C:26]1[CH:27]=[C:28]([C:32]2[CH:36]=[C:35]([CH:37]=O)[O:34][N:33]=2)[CH:29]=[CH:30][CH:31]=1>>[Cl:25][C:26]1[CH:27]=[C:28]([C:32]2[CH:36]=[C:35]([CH2:37][N:22]3[CH2:23][CH2:24][CH:19]([CH2:18][NH:17][C:13]4[N:14]=[N:15][CH:16]=[C:11]5[O:10][N:9]=[C:8]([C:2]6[CH:3]=[CH:4][CH:5]=[CH:6][CH:7]=6)[C:12]=45)[CH2:20][CH2:21]3)[O:34][N:33]=2)[CH:29]=[CH:30][CH:31]=1 |f:0.1|. Procedure details: According to the same procedure described in Example 35, using the compound obtained in Example 84 instead of the compound obtained in Example 11 and 3-(3-chlorophenyl)isoxazole-5-carbaldehyde instead of 4-phenylthiophene-2-carbaldehyde, the title compound having the following physical data was obtained. Reactants: ClC1=C(C(=O)O)C=C(C(=N1)Cl)F (2,6-dichloro-5-fluoronicotinic acid), FC1=CC=C(N)C=C1 (4-fluoroaniline), C[Si](C)(C)[N-][Si](C)(C)C.[Li+] (lithium bis(trimethylsilyl)amide). The solvent is C1CCOC1 (THF), C1CCOC1 (THF). The product is ClC1=NC(=C(C(=O)O)C=C1F)NC1=CC=C(C=C1)F (6-Chloro-5-fluoro-2-(4-fluorophenylamino)nicotinic acid). As a reaction SMILES: Cl[C:2]1[N:10]=[C:9]([Cl:11])[C:8]([F:12])=[CH:7][C:3]=1[C:4]([OH:6])=[O:5].[F:13][C:14]1[CH:20]=[CH:19][C:17]([NH2:18])=[CH:16][CH:15]=1.C[Si]([N-][Si](C)(C)C)(C)C.[Li+]>C1COCC1>[Cl:11][C:9]1[C:8]([F:12])=[CH:7][C:3]([C:4]([OH:6])=[O:5])=[C:2]([NH:18][C:17]2[CH:19]=[CH:20][C:14]([F:13])=[CH:15][CH:16]=2)[N:10]=1 |f:2.3|. Procedure details: A solution of 2,6-dichloro-5-fluoronicotinic acid (500 mg, 2.381 mmol) and 4-fluoroaniline (265 mg, 2.381 mmol) in THF (30 mL) was treated with 1 M lithium bis(trimethylsilyl)amide in THF (7.14 mL, 7.14 mmol) slowly and stirred at rt. Solvent was removed on rotary evaporator. The residue acidified with 1 N HCl, extracted into ethyl acetate, and concentrated to give a dark solid. LCMS: (M+H)+=285.12. Reactants: Example 1 ( a ), C(Cl)(Cl)Cl.CO (chloroform methanol), CC1=NN(C(C2=CC(=C(C=C12)OC)OC)=O)CCCCl (1-[4-methyl-6,7-dimethoxy-1(2H)-phthalazinone-2-yl]-3-chloro-propane), COC=1C=C(C=CC1OC)CCNCC1=CC=CC=C1 (N-(3,4-dimethoxy-phenylethyl)-N-benzylamine). Solvent: ClC1=CC=CC=C1 (chlorobenzene). Yields the product CC1=NN(C(C2=CC(=C(C=C12)OC)OC)=O)CCCN(CCC1=CC(=C(C=C1)OC)OC)CC1=CC=CC=C1 (1-[4-Methyl-6,7-dimethoxy-1(2H)-phthalazinone-2-yl]-3-[N-benzyl-N-(2-(3,4-dimethoxy-phenyl)-ethyl)-amino]propane). RXN SMILES: [CH3:1][C:2]1[C:11]2[C:6](=[CH:7][C:8]([O:14][CH3:15])=[C:9]([O:12][CH3:13])[CH:10]=2)[C:5](=[O:16])[N:4]([CH2:17][CH2:18][CH2:19]Cl)[N:3]=1.[CH3:21][O:22][C:23]1[CH:24]=[C:25]([CH2:31][CH2:32][NH:33][CH2:34][C:35]2[CH:40]=[CH:39][CH:38]=[CH:37][CH:36]=2)[CH:26]=[CH:27][C:28]=1[O:29][CH3:30].C(Cl)(Cl)Cl.CO>ClC1C=CC=CC=1>[CH3:1][C:2]1[C:11]2[C:6](=[CH:7][C:8]([O:14][CH3:15])=[C:9]([O:12][CH3:13])[CH:10]=2)[C:5](=[O:16])[N:4]([CH2:17][CH2:18][CH2:19][N:33]([CH2:34][C:35]2[CH:40]=[CH:39][CH:38]=[CH:37][CH:36]=2)[CH2:32][CH2:31][C:25]2[CH:26]=[CH:27][C:28]([O:29][CH3:30])=[C:23]([O:22][CH3:21])[CH:24]=2)[N:3]=1 |f:2.3|. Procedure: 1-[4-Methyl-6,7-dimethoxy-1(2H)-phthalazinone-2-yl]-3-[N-benzyl-N-(2-(3,4-dimethoxy-phenyl)-ethyl)-amino]propane was prepared analogous to Example 1 (a) by reaction of 1-[4-methyl-6,7-dimethoxy-1(2H)-phthalazinone-2-yl]-3-chloro-propane with N-(3,4-dimethoxy-phenylethyl)-N-benzylamine in chlorobenzene. Rf -value (chloroform/methanol = 9/1) : 0.9. Starting materials: CN(CCN)C(=O)OC(C)(C)C, O=C([O-])[O-], CC#N, [I-], [K+], [K+], [Na+], O, O=S(=O)(c1ccccc1)c1ccc2c(c1)CCCC2Cl. The product is CN(CCNC1CCCc2cc(S(=O)(=O)c3ccccc3)ccc21)C(=O)OC(C)(C)C. RXN SMILES: [C:21]([CH3:22])([CH3:23])([CH3:24])[O:25][C:26]([N:27]([CH3:28])[CH2:29][CH2:30][NH2:31])=[O:32].[C:35](=[O:36])([O-:37])[O-:38].[CH3:42][C:43]#[N:44].[I-:34].[K+:39].[K+:40].[Na+:33].[OH2:41].[c:1]1([S:7](=[O:8])(=[O:9])[c:10]2[cH:11][c:12]3[c:17]([cH:18][cH:19]2)[CH:16]([Cl:20])[CH2:15][CH2:14][CH2:13]3)[cH:2][cH:3][cH:4][cH:5][cH:6]1>>[c:1]1([S:7](=[O:8])(=[O:9])[c:10]2[cH:11][c:12]3[c:17]([cH:18][cH:19]2)[CH:16]([NH:31][CH2:30][CH2:29][N:27]([C:26]([O:25][C:21]([CH3:22])([CH3:23])[CH3:24])=[O:32])[CH3:28])[CH2:15][CH2:14][CH2:13]3)[cH:2][cH:3][cH:4][cH:5][cH:6]1.